Dataset: the Open Reaction Database (ORD), a public repository of structured organic reaction records. Task: describe an organic reaction: reactants, conditions, products, and yield Reactants: CO, CCn1ncc(C)c1-c1cc(C(=O)NC(Cc2cccc(F)c2)CN2C(=O)c3ccccc3C2=O)sc1Cl. Yields the product CCn1ncc(C)c1-c1cc(C(=O)NC(CN)Cc2cccc(F)c2)sc1Cl. Reaction SMILES: [CH3:39][OH:40].[Cl:1][c:2]1[c:3](-[c:31]2[c:32]([CH3:38])[cH:33][n:34][n:35]2[CH2:36][CH3:37])[cH:4][c:5]([C:7](=[O:8])[NH:9][CH:10]([CH2:11][N:12]2[C:13](=[O:14])[c:15]3[c:16]([cH:17][cH:18][cH:19][cH:20]3)[C:21]2=[O:22])[CH2:23][c:24]2[cH:25][c:26]([F:30])[cH:27][cH:28][cH:29]2)[s:6]1>>[Cl:1][c:2]1[c:3](-[c:31]2[c:32]([CH3:38])[cH:33][n:34][n:35]2[CH2:36][CH3:37])[cH:4][c:5]([C:7](=[O:8])[NH:9][CH:10]([CH2:11][NH2:12])[CH2:23][c:24]2[cH:25][c:26]([F:30])[cH:27][cH:28][cH:29]2)[s:6]1.